From a dataset of the Open Reaction Database (ORD), a public repository of structured organic reaction records. describe an organic reaction: reactants, conditions, products, and yield The reactants are CC(C)(C)O, CC(C)=O, CO, CC(C)C, [Mo], O. The product is CC(C)(C)OO, CC(C)C. As a reaction SMILES: [C:5]([CH3:6])([CH3:7])([CH3:8])[OH:9].[CH3:10][C:11]([CH3:12])=[O:13].[CH3:16][OH:17].[CH3:1][CH:2]([CH3:3])[CH3:4].[Mo:15].[OH2:14]>>[C:5]([CH3:6])([CH3:7])([CH3:8])[O:9][OH:13].[CH3:1][CH:2]([CH3:3])[CH3:4].